This data is from the Open Reaction Database (ORD), a public repository of structured organic reaction records. The task is: describe an organic reaction: reactants, conditions, products, and yield The reactants are BrCCl (bromochloromethane), [I-].[Na+] (sodium iodide), solution, BrC1=CC(=C(C(=C1)OC)O)CO (4-bromo-2-hydroxymethyl-6-methoxyphenol), [H-].[Na+] (sodium hydride), [Cl-].[NH4+] (ammonium chloride). The solvent is C(C)(=O)OCC (ethyl acetate), CN(C)C=O (DMF). Run at time 30 minute. The product is BrC=1C=C(C2=C(COCO2)C1)OC (6-Bromo-8-methoxy-4H-benzo-[1,3]dioxine). As a reaction SMILES: [Br:1][C:2]1[CH:7]=[C:6]([O:8][CH3:9])[C:5]([OH:10])=[C:4]([CH2:11][OH:12])[CH:3]=1.[H-].[Na+].Br[CH2:16]Cl.[I-].[Na+].[Cl-].[NH4+]>CN(C=O)C.C(OCC)(=O)C>[Br:1][C:2]1[CH:7]=[C:6]([O:8][CH3:9])[C:5]2[O:10][CH2:16][O:12][CH2:11][C:4]=2[CH:3]=1 |f:1.2,4.5,6.7|. Reported procedure: To a 450 ml solution of 50 g of 4-bromo-2-hydroxymethyl-6-methoxyphenol in DMF there was added 20 g of sodium hydride (60% mineral oil suspension) while cooling on ice, and the mixture was stirred at room temperature for 30 minutes. After then adding 15 ml of bromochloromethane and 3.2 g of sodium iodide to the reaction mixture, it was stirred at 80° C. for 6 hours under a nitrogen atmosphere. A saturated ammonium chloride aqueous solution was added to the reaction mixture and extraction was per... Reactants: CC(C)(C)[Si](O[C@@H](C)[C@H]1CC[C@H]2[C@@H]3CC=C4C(C(CC[C@]4(C)[C@H]3CC[C@]12C)=O)(C)C)(C)C ((20S)-20-[[(1,1-dimethylethyl)dimethylsilyl]oxy]-4,4-dimethylpregn-5-en-3-one), ice, [H-].[Al+3].[Li+].[H-].[H-].[H-] (lithium aluminium hydride). Run in O1CCCC1 (tetrahydrofuran), O1CCCC1 (tetrahydrofuran). Run at time 1 hour. The product is CC(C)(C)[Si](O[C@@H](C)[C@H]1CC[C@H]2[C@@H]3CC=C4C([C@H](CC[C@]4(C)[C@H]3CC[C@]12C)O)(C)C)(C)C ((3β,20S)-20-[[(1,1-dimethylethyl)dimethylsilyl]oxy]-4,4-dimethylpregn-5-en-3-ol). The yield is 98.3%. As a reaction SMILES: [CH3:1][C:2]([Si:5]([CH3:32])([CH3:31])[O:6][C@H:7]([C@@H:9]1[C@:26]2([CH3:27])[C@H:12]([C@H:13]3[C@H:23]([CH2:24][CH2:25]2)[C@:21]2([CH3:22])[C:16]([C:17]([CH3:30])([CH3:29])[C:18](=[O:28])[CH2:19][CH2:20]2)=[CH:15][CH2:14]3)[CH2:11][CH2:10]1)[CH3:8])([CH3:4])[CH3:3].[H-].[Al+3].[Li+].[H-].[H-].[H-]>O1CCCC1>[CH3:1][C:2]([Si:5]([CH3:32])([CH3:31])[O:6][C@H:7]([C@@H:9]1[C@:26]2([CH3:27])[C@H:12]([C@H:13]3[C@H:23]([CH2:24][CH2:25]2)[C@:21]2([CH3:22])[C:16]([C:17]([CH3:30])([CH3:29])[C@@H:18]([OH:28])[CH2:19][CH2:20]2)=[CH:15][CH2:14]3)[CH2:11][CH2:10]1)[CH3:8])([CH3:3])[CH3:4] |f:1.2.3.4.5.6|. Reported procedure: ix)—A solution of compound 9a (39.4 g) in dry tetrahydrofuran (400 ml) was added dropwise to an ice-cooled suspension of lithium aluminium hydride (9.81 g) in tetrahydrofuran (490 ml). The mixture was stirred at room temperature for 1 h. The reaction was cooled to 0° C., and then quenched with a saturated aqueous solution of sodium sulfate. The reaction mixture was filtered over celite and the filtrate concentrated under reduced pressure to give (3β,20S)-20-[[(1,1-dimethylethyl)dimethylsilyl]oxy...